Dataset: the Open Reaction Database (ORD), a public repository of structured organic reaction records. Task: describe an organic reaction: reactants, conditions, products, and yield Reactants: C(C)(=O)O.C(C)(=O)O.OC1=CC=2CC[C@H]3[C@@H]4C[C@H](C([C@@]4(C)CC[C@@H]3C2C=C1)=O)O (3,16α-dihydroxy-oestra-1,3,5(10)-trien-17-one diacetate), N[C@@H]1[C@]2(C)[C@@H](C[C@H]1O)[C@@H]1CCC=3C=C(C=CC3[C@H]1CC2)O (17β-amino-oestra-1,3,5(10)-triene-3,16α-diol), 17-imine, N (ammonia), [BH4-].[Na+] (sodium borohydride), C(CC(O)(C(=O)O)CC(=O)O)(=O)O (citric acid). The solvent is CS(=O)C (dimethylsulphoxide), C(C)O (ethanol). Product: C(CC(O)(C(=O)O)CC(=O)O)(=O)O.N[C@@H]1[C@]2(C)[C@@H](C[C@H]1O)[C@@H]1CCC=3C=C(C=CC3[C@H]1CC2)O (17β-amino-oestra-1,3,5(10)-triene-3,16α-diol citrate). Reaction SMILES: C(O)(=O)C.C(O)(=O)C.OC1C=CC2[C@@H]3[C@H]([C@H]4[C@@](CC3)(C)C(=O)[C@H](O)C4)CCC=2C=1.N.[BH4-].[Na+].[NH2:33][C@H:34]1[C@H:39]([OH:40])[CH2:38][C@H:37]2[C@H:41]3[C@H:50]([CH2:51][CH2:52][C@:35]12[CH3:36])[C:49]1[CH:48]=[CH:47][C:46]([OH:53])=[CH:45][C:44]=1[CH2:43][CH2:42]3.[C:54]([OH:66])(=[O:65])[CH2:55][C:56]([CH2:61][C:62]([OH:64])=[O:63])([C:58]([OH:60])=[O:59])[OH:57]>C(O)C.CS(C)=O>[C:54]([OH:66])(=[O:65])[CH2:55][C:56]([CH2:61][C:62]([OH:64])=[O:63])([C:58]([OH:60])=[O:59])[OH:57].[NH2:33][C@H:34]1[C@H:39]([OH:40])[CH2:38][C@H:37]2[C@H:41]3[C@H:50]([CH2:51][CH2:52][C@:35]12[CH3:36])[C:49]1[CH:48]=[CH:47][C:46]([OH:53])=[CH:45][C:44]=1[CH2:43][CH2:42]3 |f:0.1.2,4.5,10.11|. Procedure details: In a similar way as described in Example XIII 3,16α-dihydroxy-oestra-1,3,5(10)-trien-17-one diacetate was converted with a saturated solution of ammonia in ethanol and in the presence of a type 3 A molecular sieve, followed by sodium borohydride reduction of the intermediate 17-imine, into 17β-amino-oestra-1,3,5(10)-triene-3,16α-diol. Reaction of the latter compound with citric acid gave 17β-amino-oestra-1,3,5(10)-triene-3,16α-diol citrate (1:1) (salt), m.p. >220° C. (decomp.), [α]D +24° (c 0.9 ... The reactants are CCCCC1(CCCC)C(=O)C(C(=O)OCC)=C(O)c2ccccc21, Cl, C1COCCO1. Yields the product CCCCC1(CCCC)C(=O)C=C(O)c2ccccc21. Reaction SMILES: [CH2:1]([CH2:2][CH2:3][CH3:4])[C:5]1([CH2:22][CH2:23][CH2:24][CH3:25])[C:6](=[O:21])[C:7]([C:16]([O:17][CH2:18][CH3:19])=[O:20])=[C:8]([OH:15])[c:9]2[cH:10][cH:11][cH:12][cH:13][c:14]21.[ClH:32].[O:26]1[CH2:27][CH2:28][O:29][CH2:30][CH2:31]1>>[CH2:1]([CH2:2][CH2:3][CH3:4])[C:5]1([CH2:22][CH2:23][CH2:24][CH3:25])[C:6](=[O:21])[CH:7]=[C:8]([OH:15])[c:9]2[cH:10][cH:11][cH:12][cH:13][c:14]21. The reactants are C(C1=CC=CC=C1)(=O)[O-].[Na+] (sodium benzoate), ClC1=CC(=C(C(C(=O)O)=C1)O)C(CC)=O (5-chloro-3-propionylsalicylic acid), C(C1=CC=CC=C1)(=O)Cl (benzoyl chloride), aqueous solution, C([O-])([O-])=O.[Na+].[Na+] (sodium carbonate). Yields the product ClC=1C=C2C(C(=C(OC2=C(C1)C(=O)O)C1=CC=CC=C1)C)=O (6-chloro-3-methylflavone-8-carboxylic acid). Yield: 90.9%. RXN SMILES: C([O-])(=O)[C:2]1[CH:7]=[CH:6][CH:5]=[CH:4][CH:3]=1.[Na+].[Cl:11][C:12]1[CH:20]=[C:16]([C:17]([OH:19])=[O:18])[C:15]([OH:21])=[C:14]([C:22](=[O:25])[CH2:23][CH3:24])[CH:13]=1.[C:26](Cl)(=O)C1C=CC=CC=1.C(=O)([O-])[O-].[Na+].[Na+]>>[Cl:11][C:12]1[CH:13]=[C:14]2[C:15](=[C:16]([C:17]([OH:19])=[O:18])[CH:20]=1)[O:21][C:24]([C:2]1[CH:7]=[CH:6][CH:5]=[CH:4][CH:3]=1)=[C:23]([CH3:26])[C:22]2=[O:25] |f:0.1,4.5.6|. Procedure details: A 47.5 g (0.33 mole) quantity of sodium benzoate was added with stirring to a mixture of 22.9 g (0.10 mole) of 5-chloro-3-propionylsalicylic acid and 42.1 g (0.30 mole) of benzoyl chloride. The reaction mixture was heated at 180° to 190° C. in an oil bath for 8 hours and was cooled. Thereto was added a 5% aqueous solution of sodium carbonate to dissolve the reaction mixture therein. The insolubles were filtered off. The solution was acidified with dilute hydrochloric acid and the separated white... The reactants are O=P1(OCC(CO1)(C)C)OC(C1=CC(=CC=C1)OC1=CC=CC=C1)C#N (2-oxo-2-(3-phenoxy-α-cyanobenzyloxy)-5,5-dimethyl-1,3,2-dioxa-phosphorinane), [Na] (sodium), ClC(=CC1C(C1C(=O)O)(C)C)Cl (3-(2,2-dichloro-vinyl)-2,2-dimethylcyclopropane-1-carboxylic acid), diglycol dimethyl ether. The solvent is O (water). Product: O(C1=CC=CC=C1)C=1C=C(C(C#N)OC(=O)C2C(C2C=C(Cl)Cl)(C)C)C=CC1 (3-(2,2-dichlorovinyl)-2,2-dimethyl-cyclopropane-1-carboxylic acid 3-phenoxy-α-cyano-benzyl ester). The yield is 77.0%. Reaction SMILES: O=P1([O:10][CH:11]([C:25]#[N:26])[C:12]2[CH:17]=[CH:16][CH:15]=[C:14]([O:18][C:19]3[CH:24]=[CH:23][CH:22]=[CH:21][CH:20]=3)[CH:13]=2)OCC(C)(C)CO1.[Na].[Cl:28][C:29]([Cl:39])=[CH:30][CH:31]1[CH:33]([C:34](O)=[O:35])[C:32]1([CH3:38])[CH3:37]>O>[O:18]([C:14]1[CH:13]=[C:12]([CH:17]=[CH:16][CH:15]=1)[CH:11]([O:10][C:34]([CH:33]1[CH:31]([CH:30]=[C:29]([Cl:28])[Cl:39])[C:32]1([CH3:38])[CH3:37])=[O:35])[C:25]#[N:26])[C:19]1[CH:20]=[CH:21][CH:22]=[CH:23][CH:24]=1 |^1:26|. Reported procedure: A slurry of 38 g of 2-oxo-2-(3-phenoxy-α-cyanobenzyloxy)-5,5-dimethyl-1,3,2-dioxa-phosphorinane, 26 g of the sodium salt of 3-(2,2-dichloro-vinyl)-2,2-dimethylcyclopropane-1-carboxylic acid and 260 g of diglycol dimethyl ether was heated to 150° C. for 20 hours, while stirring. After cooling, the mixture was poured into water and the product was extracted with ligroin. The ligroin phase was washed 3 times with water and dried over sodium sulphate. After filtration, the ligroin was distilled off ...